This data is from the Open Reaction Database (ORD), a public repository of structured organic reaction records. The task is: describe an organic reaction: reactants, conditions, products, and yield Starting materials: C1CCOC1, CCOC(=O)CP(=O)(OCC)OCC, COc1ccc2c(c1)C(=O)CC2, CCO, CCOCC, [H-], [Na+]. Yields the product CCOC(=O)C=C1CCc2ccc(OC)cc21. RXN SMILES: [CH2:32]1[O:33][CH2:34][CH2:35][CH2:36]1.[CH3:13][CH2:14][O:15][C:16](=[O:17])[CH2:18][P:19]([O:20][CH2:21][CH3:22])([O:23][CH2:24][CH3:25])=[O:26].[CH3:1][O:2][c:3]1[cH:4][cH:5][c:6]2[c:10]([cH:11]1)[C:9](=[O:12])[CH2:8][CH2:7]2.[CH3:27][CH2:28][OH:29].[CH3:37][CH2:38][O:39][CH2:40][CH3:41].[H-:31].[Na+:30]>>[CH3:1][O:2][c:3]1[cH:4][cH:5][c:6]2[c:10]([cH:11]1)[C:9](=[CH:18][C:16]([O:15][CH2:14][CH3:13])=[O:17])[CH2:8][CH2:7]2. Starting materials: C(#N)C1=CC=C(CC(C(=O)O)C(=O)N(C)C)C=C1 (2-(R,S)-(4-Cyano-benzyl)-N,N-dimethyl-malonamic acid), COC(=O)[C@H](C1CCCCC1)N.Cl (L-cyclohexylglycine methylester hydrochloride), [B-](F)(F)(F)F.CCOC(=O)C(=NOC(=[N+](C)C)N(C)C)C#N (TOTU), C(C)(C)N(CC)C(C)C (diisopropylethylamine). The solvent is CN(C=O)C (dimethylformamide). Reaction conditions: temperature -10 celsius, time 1 hour. Product: COC([C@H](C1CCCCC1)NC(C(CC1=CC=C(C=C1)C#N)C(N(C)C)=O)=O)=O ([3-(4-Cyano-phenyl)-2-(R,S)-dimethylcarbamoyl-propionylamino]-(S)-cyclohexyl-acetic Acid Methyl Ester). RXN SMILES: [C:1]([C:3]1[CH:18]=[CH:17][C:6]([CH2:7][CH:8]([C:12]([N:14]([CH3:16])[CH3:15])=[O:13])[C:9]([OH:11])=O)=[CH:5][CH:4]=1)#[N:2].[CH3:19][O:20][C:21]([C@@H:23]([NH2:30])[CH:24]1[CH2:29][CH2:28][CH2:27][CH2:26][CH2:25]1)=[O:22].Cl.[B-](F)(F)(F)F.CCOC(C(C#N)=NOC(N(C)C)=[N+](C)C)=O.C(N(C(C)C)CC)(C)C>CN(C)C=O>[CH3:19][O:20][C:21](=[O:22])[C@@H:23]([NH:30][C:9](=[O:11])[CH:8]([C:12](=[O:13])[N:14]([CH3:16])[CH3:15])[CH2:7][C:6]1[CH:5]=[CH:4][C:3]([C:1]#[N:2])=[CH:18][CH:17]=1)[CH:24]1[CH2:25][CH2:26][CH2:27][CH2:28][CH2:29]1 |f:1.2,3.4|. Procedure details: 2-(R,S)-(4-Cyano-benzyl)-N,N-dimethyl-malonamic acid (10 g, 40.6 mmol) and L-cyclohexylglycine methylester hydrochloride (8.3 g, 40 mmol) were dissolved in dimethylformamide (500 ml). After cooling to −10° C. TOTU (13.1 g, 40 mmol) and diisopropylethylamine (10.34 g, 80 mmol) were added. The mixture was stirred for 1 hour and then allowed to warm to room temperature. After evaporation ethyl acetate was added to the residue and the organic layer was extracted with aqueous sodium hydogen carbonate... Reactants: N(=C=S)C1CC1 (Isothiocyanato-cyclopropane), N (ammonia), C1(CC1)NC(=S)N (Cyclopropyl-thiourea), BrCC(=O)C1=CC=C(C(=O)O)C=C1 (4-(2-Bromo-acetyl)-benzoic acid). The solvent is CO (methanol), C1CCOC1 (THF). Reaction conditions: time 16 hour. Product: C1(CC1)NC=1SC=C(N1)C1=CC=C(C(=O)O)C=C1 (4-(2-Cyclopropylamino-thiazol-4-yl)-benzoic acid). RXN SMILES: N(C1CC1)=C=S.N.[CH:8]1([NH:11][C:12]([NH2:14])=[S:13])[CH2:10][CH2:9]1.Br[CH2:16][C:17]([C:19]1[CH:27]=[CH:26][C:22]([C:23]([OH:25])=[O:24])=[CH:21][CH:20]=1)=O>C1COCC1.CO>[CH:8]1([NH:11][C:12]2[S:13][CH:16]=[C:17]([C:19]3[CH:27]=[CH:26][C:22]([C:23]([OH:25])=[O:24])=[CH:21][CH:20]=3)[N:14]=2)[CH2:10][CH2:9]1. Reported procedure: Isothiocyanato-cyclopropane (4 g) was mixed with ammonia (37% in water, 8 mL) and methanol (32 mL) at 0° C. and then stirred for 16 hours at room temperature. The mixture was then cooled to 0° C., filtered, washed with a little water and dried. The Cyclopropyl-thiourea (2.06 mmol) and 4-(2-Bromo-acetyl)-benzoic acid (2.06 mmol) were mixed in THF (12 mL). After stirring at room temperature for 5 minutes the mixture was heated to 80° C. for 2 hours. The mixture was then cooled to room temperature ... The reactants are BrC1=C(C=CC(=C1)C#N)N1C=NC=C1 (1-(2-Bromo-4-cyanophenyl)imidazole), CI (methyl iodide). Procedure: 1-(2-Bromo-4-cyanophenyl)imidazole (5.4 g, 22 mmol, 1 eq) and methyl iodide (15.4 g, 109.0 mmol, 5 eq) are dissolved in tetrahydrofuran (50 ml) and stirred at room temperature for 16 hours. The precipitate formed is filtered off and washed with ethanol. RXN SMILES: [Br:1][C:2]1[CH:7]=[C:6]([C:8]#[N:9])[CH:5]=[CH:4][C:3]=1[N:10]1[CH:14]=[CH:13][N:12]=[CH:11]1.[CH3:15][I:16]>O1CCCC1>[I-:16].[Br:1][C:2]1[CH:7]=[C:6]([C:8]#[N:9])[CH:5]=[CH:4][C:3]=1[N+:10]1[CH:14]=[CH:13][N:12]([CH3:15])[CH:11]=1 |f:3.4|. Reaction conditions: time 16 hour. The product is [I-].BrC1=C(C=CC(=C1)C#N)[N+]1=CN(C=C1)C (1-(2-bromo-4-cyanophenyl)-3-methylimidazolium iodide). Solvent: O1CCCC1 (tetrahydrofuran). The reactants are CN(C)c1ccc(-c2cc(=O)c3c(NCCCCCCBr)c(F)cc(F)c3o2)cc1F, C1CCNC1, C1CCOC1, O. The product is CN(C)c1ccc(-c2cc(=O)c3c(NCCCCCCN4CCCC4)c(F)cc(F)c3o2)cc1F. Reaction SMILES: [Br:1][CH2:2][CH2:3][CH2:4][CH2:5][CH2:6][CH2:7][NH:8][c:9]1[c:10]([F:31])[cH:11][c:12]([F:30])[c:13]2[c:14]1[c:15](=[O:29])[cH:16][c:17](-[c:19]1[cH:20][c:21]([F:28])[c:22]([N:25]([CH3:26])[CH3:27])[cH:23][cH:24]1)[o:18]2.[CH2:32]1[CH2:33][CH2:34][NH:35][CH2:36]1.[O:38]1[CH2:39][CH2:40][CH2:41][CH2:42]1.[OH2:37]>>[CH2:2]([CH2:3][CH2:4][CH2:5][CH2:6][CH2:7][NH:8][c:9]1[c:10]([F:31])[cH:11][c:12]([F:30])[c:13]2[c:14]1[c:15](=[O:29])[cH:16][c:17](-[c:19]1[cH:20][c:21]([F:28])[c:22]([N:25]([CH3:26])[CH3:27])[cH:23][cH:24]1)[o:18]2)[N:35]1[CH2:34][CH2:33][CH2:32][CH2:36]1.